This data is from the Open Reaction Database (ORD), a public repository of structured organic reaction records. The task is: describe an organic reaction: reactants, conditions, products, and yield The reactants are A2, ( II ), [Br-] (bromide), SC1=NC=CC=C1 (2-mercaptopyridine), [H-].[Na+] (sodium hydride), [Br-] (bromide), O (water). Solvent: CN(C=O)C (N,N-dimethylformamide), CN(C=O)C (dimethyl formamide). Run at time 1 hour. The product is N1=C(C=CC=C1)SC1=NC=CC=C1 (2-pyridyl sulfide). As a reaction SMILES: [SH:1][C:2]1[CH:7]=[CH:6][CH:5]=[CH:4][N:3]=1.[H-].[Na+].[Br-].O>CN(C)C=O>[N:3]1[CH:4]=[CH:5][CH:6]=[CH:7][C:2]=1[S:1][C:2]1[CH:7]=[CH:6][CH:5]=[CH:4][N:3]=1 |f:1.2|. Reported procedure: 1.11 g of 2-mercaptopyridine and 0.48 of 50% sodium hydride were dissolved in 25 ml of dimethyl formamide, and the mixture was stirred at room temperature for 1 hour. A solution of 6.5 g of polyprenyl bromide of general formula (II) in which n is 15 and A2 is Br in 5 ml of N,N-dimethylformamide was added dropwise. After the addition, the mixture was stirred overnight at room temperature. The reaction mixture was poured into about 50 ml of water, and extracted with diethyl ether. Then, the diethy... Procedure details: Prepared according to Procedure G using 2,4-dichloro-5,7-difluoro-3-methylquinoline (1.00 g, 4.10 mmol) and (R)-tert-butyl 2-methylpiperazine-1-carboxylate and using DBU as a base to give (R)-tert-butyl 4-(4-chloro-5,7-difluoro-3-methylquinolin-2-yl)-2-methylpiperazine-1-carboxylate. Mass Spectrum (ESI) m/e=412.1 (M+1). The product is ClC1=C(C(=NC2=CC(=CC(=C12)F)F)N1C[C@H](N(CC1)C(=O)OC(C)(C)C)C)C ((R)-tert-butyl 4-(4-chloro-5,7-difluoro-3-methylquinolin-2-yl)-2-methylpiperazine-1-carboxylate). Reactants: ClC1=NC2=CC(=CC(=C2C(=C1C)Cl)F)F (2,4-dichloro-5,7-difluoro-3-methylquinoline), C[C@H]1N(CCNC1)C(=O)OC(C)(C)C ((R)-tert-butyl 2-methylpiperazine-1-carboxylate), C1CCC2=NCCCN2CC1 (DBU). RXN SMILES: Cl[C:2]1[C:11]([CH3:12])=[C:10]([Cl:13])[C:9]2[C:4](=[CH:5][C:6]([F:15])=[CH:7][C:8]=2[F:14])[N:3]=1.[CH3:16][C@@H:17]1[CH2:22][NH:21][CH2:20][CH2:19][N:18]1[C:23]([O:25][C:26]([CH3:29])([CH3:28])[CH3:27])=[O:24].C1CCN2C(=NCCC2)CC1>>[Cl:13][C:10]1[C:9]2[C:4](=[CH:5][C:6]([F:15])=[CH:7][C:8]=2[F:14])[N:3]=[C:2]([N:21]2[CH2:20][CH2:19][N:18]([C:23]([O:25][C:26]([CH3:29])([CH3:28])[CH3:27])=[O:24])[C@H:17]([CH3:16])[CH2:22]2)[C:11]=1[CH3:12]. Reactants: C(#N)C=1C(=NC(=CC1)O)O (3-cyano-2,6-dihydroxypyridine), CC=1C=C(C(=O)Cl)C=CC1 (3-methylbenzoyl chloride). Yields the product C(#N)C=1C(=NC(=CC1)OC(C1=CC(=CC=C1)C)=O)O (3-cyano-6-(3-methylbenzoyloxy)-2-hydroxypyridine). Isolated yield 57.9%. Reaction SMILES: [C:1]([C:3]1[C:4]([OH:10])=[N:5][C:6]([OH:9])=[CH:7][CH:8]=1)#[N:2].[CH3:11][C:12]1[CH:13]=[C:14]([CH:18]=[CH:19][CH:20]=1)[C:15](Cl)=[O:16]>>[C:1]([C:3]1[C:4]([OH:10])=[N:5][C:6]([O:9][C:15](=[O:16])[C:14]2[CH:18]=[CH:19][CH:20]=[C:12]([CH3:11])[CH:13]=2)=[CH:7][CH:8]=1)#[N:2]. Reported procedure: The general procedure of Example 81 was followed using 2.00 g of 3-cyano-2,6-dihydroxypyridine and 2.27 g of 3-methylbenzoyl chloride, thereby producing 2.16 g of the title compound in a yield of 58%. The reactants are ClC1=NC=CC(=C1)OC1=C(C#N)C=CC=C1 (2-(2-chloropyridin-4-yloxy)benzonitrile), C1(=CC=CC=C1)P(C1=CC=CC=2C(C3=CC=CC(=C3OC12)P(C1=CC=CC=C1)C1=CC=CC=C1)(C)C)C1=CC=CC=C1 (4,5-bis(diphenylphosphino)-9,9-dimethyl-9H-xanthene), CC1=NSC(=N1)N (3-methyl-1,2,4-thiadiazol-5-amine), P(=O)([O-])([O-])[O-].[K+].[K+].[K+] (potassium phosphate). Reagents/catalysts: C=1C=CC(=CC1)/C=C/C(=O)/C=C/C2=CC=CC=C2.C=1C=CC(=CC1)/C=C/C(=O)/C=C/C2=CC=CC=C2.C=1C=CC(=CC1)/C=C/C(=O)/C=C/C2=CC=CC=C2.[Pd].[Pd] (tris(dibenzylideneacetone)dipalladium). Run in O (water), C1(=CC=CC=C1)C (toluene). The product is CC1=NSC(=N1)NC1=NC=CC(=C1)OC1=C(C#N)C=CC=C1 (2-(2-(3-methyl-1,2,4-thiadiazol-5-ylamino)pyridin-4-yloxy)benzonitrile). Isolated yield 2.5%. RXN SMILES: Cl[C:2]1[CH:7]=[C:6]([O:8][C:9]2[CH:16]=[CH:15][CH:14]=[CH:13][C:10]=2[C:11]#[N:12])[CH:5]=[CH:4][N:3]=1.[CH3:17][C:18]1[N:22]=[C:21]([NH2:23])[S:20][N:19]=1.P([O-])([O-])([O-])=O.[K+].[K+].[K+].C1(P(C2C=CC=CC=2)C2C3OC4C(=CC=CC=4P(C4C=CC=CC=4)C4C=CC=CC=4)C(C)(C)C=3C=CC=2)C=CC=CC=1>C1(C)C=CC=CC=1.C1C=CC(/C=C/C(/C=C/C2C=CC=CC=2)=O)=CC=1.C1C=CC(/C=C/C(/C=C/C2C=CC=CC=2)=O)=CC=1.C1C=CC(/C=C/C(/C=C/C2C=CC=CC=2)=O)=CC=1.[Pd].[Pd].O>[CH3:17][C:18]1[N:22]=[C:21]([NH:23][C:2]2[CH:7]=[C:6]([O:8][C:9]3[CH:16]=[CH:15][CH:14]=[CH:13][C:10]=3[C:11]#[N:12])[CH:5]=[CH:4][N:3]=2)[S:20][N:19]=1 |f:2.3.4.5,8.9.10.11.12|. Procedure: Using the method of Example 3, Step B, 2-(2-chloropyridin-4-yloxy)benzonitrile (0.330 g, 1.43 mmol), 3-methyl-1,2,4-thiadiazol-5-amine (3.26 mL, 1.30 mmol), potassium phosphate (0.304 g, 1.43 mmol), tris(dibenzylideneacetone)dipalladium (0) (0.0298 g, 0.0326 mmol) and 4,5-bis(diphenylphosphino)-9,9-dimethyl-9H-xanthene (0.0207 g, 0.0358 mmol) were reacted in toluene (5 mL) and water (1.5 mL) to afford 2-(2-(3-methyl-1,2,4-thiadiazol-5-ylamino)pyridin-4-yloxy)benzonitrile (10 mg) as off white sol... RXN SMILES: C1C=CC2N(O)N=NC=2C=1.CCN=C=NCCCN(C)C.Cl.[CH2:23]([O:25][C:26]1[CH:27]=[C:28]([CH:32]=[C:33]([O:42][CH2:43][CH3:44])[C:34]=1[C:35]1[CH:40]=[CH:39][N:38]=[C:37]([F:41])[CH:36]=1)[C:29]([OH:31])=O)[CH3:24].Cl.[NH:46]1[C:50]([C:51]2[CH:52]=[C:53]3[C:63](=[CH:64][CH:65]=2)[O:62][C:56]2([CH2:61][CH2:60][NH:59][CH2:58][CH2:57]2)[CH2:55][C:54]3=[O:66])=[N:49][N:48]=[N:47]1>O.CN(C=O)C.CCN(CC)CC>[CH2:43]([O:42][C:33]1[CH:32]=[C:28]([C:29]([N:59]2[CH2:60][CH2:61][C:56]3([CH2:55][C:54](=[O:66])[C:53]4[C:63](=[CH:64][CH:65]=[C:51]([C:50]5[NH:49][N:48]=[N:47][N:46]=5)[CH:52]=4)[O:62]3)[CH2:57][CH2:58]2)=[O:31])[CH:27]=[C:26]([O:25][CH2:23][CH3:24])[C:34]=1[C:35]1[CH:40]=[CH:39][N:38]=[C:37]([F:41])[CH:36]=1)[CH3:44] |f:1.2,4.5|. Reported procedure: Et3N (290 μL), HOBT (160 mg) and WSC hydrochloride (200 mg) were added to a DMF (8 mL) solution of 3,5-diethoxy-4-(2-fluoropyridin-4-yl)benzoic acid (266 mg) and 6-(tetrazol-5-yl)spiro[chroman-2,4′-piperidin]-4-one hydrochloride (325 mg), and stirred overnight at room temperature. Water was added to the reaction liquid, the formed solid was taken out through filtration, and the solid was washed with water and ether. The solid was dried under reduced pressure to obtain the title compound. 1H-NMR ... Run in O (Water), CN(C)C=O (DMF), CCN(CC)CC (Et3N). Yields the product C(C)OC=1C=C(C=C(C1C1=CC(=NC=C1)F)OCC)C(=O)N1CCC2(CC1)OC1=CC=C(C=C1C(C2)=O)C2=NN=NN2 (1′-{[3,5-Diethoxy-4-(2-fluoropyridin-4-yl)phenyl]carbonyl}-6-(tetrazol-5-yl)spiro[chroman-2,4′-piperidin]-4-one). Reaction conditions: time 8 hour. Starting materials: C=1C=CC2=C(C1)N=NN2O (HOBT), CCN=C=NCCCN(C)C.Cl (WSC hydrochloride), C(C)OC=1C=C(C(=O)O)C=C(C1C1=CC(=NC=C1)F)OCC (3,5-diethoxy-4-(2-fluoropyridin-4-yl)benzoic acid), Cl.N1N=NN=C1C=1C=C2C(CC3(CCNCC3)OC2=CC1)=O (6-(tetrazol-5-yl)spiro[chroman-2,4′-piperidin]-4-one hydrochloride). The reactants are NC(CN(C(=O)C1=CC=C2C(=CN(C2=C1)C1=NC=C(C=N1)C1=NC=CC(=C1)OC)SC)C)=O (N-(2-Amino-2-oxoethyl)-1-(5-(4-methoxypyridin-2-yl)pyrimidin-2-yl)-N-methyl-3-(methylthio)-1H-indole-6-carboxamide), ClC=1C=C(C(=O)OO)C=CC1 (m-chloroperoxybenzoic acid). Product: NC(CN(C(=O)C1=CC=C2C(=CN(C2=C1)C1=NC=C(C=N1)C1=NC=CC(=C1)OC)S(=O)C)C)=O (N-(2-Amino-2-oxoethyl)-1-(5-(4-methoxypyridin-2-yl)pyrimidin-2-yl)-N-methyl-3-(methylsulfinyl)-1H-indole-6-carboxamide). RXN SMILES: [NH2:1][C:2](=[O:33])[CH2:3][N:4]([CH3:32])[C:5]([C:7]1[CH:15]=[C:14]2[C:10]([C:11]([S:30][CH3:31])=[CH:12][N:13]2[C:16]2[N:21]=[CH:20][C:19]([C:22]3[CH:27]=[C:26]([O:28][CH3:29])[CH:25]=[CH:24][N:23]=3)=[CH:18][N:17]=2)=[CH:9][CH:8]=1)=[O:6].ClC1C=C(C=CC=1)C(OO)=[O:39]>>[NH2:1][C:2](=[O:33])[CH2:3][N:4]([CH3:32])[C:5]([C:7]1[CH:15]=[C:14]2[C:10]([C:11]([S:30]([CH3:31])=[O:39])=[CH:12][N:13]2[C:16]2[N:17]=[CH:18][C:19]([C:22]3[CH:27]=[C:26]([O:28][CH3:29])[CH:25]=[CH:24][N:23]=3)=[CH:20][N:21]=2)=[CH:9][CH:8]=1)=[O:6]. Procedure: Oxidation of 283a) with m-chloroperoxybenzoic acid (0.18 g, 0.39 mmol). White solid. Yield: 0.065 g (35% of theory)